This data is from the Open Reaction Database (ORD), a public repository of structured organic reaction records. The task is: describe an organic reaction: reactants, conditions, products, and yield Starting materials: CC(C)O, Cl, O=C(c1ccc(F)cc1)C1CCNCC1, [Na+], [Na+], O=C([O-])[O-], BrCCCCCc1ccccc1. The product is O=C(c1ccc(F)cc1)C1CCN(CCCCCc2ccccc2)CC1. RXN SMILES: [CH:35]([OH:36])([CH3:37])[CH3:38].[ClH:13].[F:14][c:15]1[cH:16][cH:17][c:18]([C:19](=[O:20])[CH:21]2[CH2:22][CH2:23][NH:24][CH2:25][CH2:26]2)[cH:27][cH:28]1.[Na+:29].[Na+:30].[O-:31][C:32](=[O:33])[O-:34].[c:1]1([CH2:7][CH2:8][CH2:9][CH2:10][CH2:11][Br:12])[cH:2][cH:3][cH:4][cH:5][cH:6]1>>[c:1]1([CH2:7][CH2:8][CH2:9][CH2:10][CH2:11][N:24]2[CH2:23][CH2:22][CH:21]([C:19]([c:18]3[cH:17][cH:16][c:15]([F:14])[cH:28][cH:27]3)=[O:20])[CH2:26][CH2:25]2)[cH:2][cH:3][cH:4][cH:5][cH:6]1. Reactants: CC(Oc1ccc(Cl)cc1B(O)O)C(=O)O, CC(Oc1ccc(C(F)(F)F)cc1-c1ccc(C(=O)NC(C)(C)C)c(F)c1)C(=O)O. RXN SMILES: [B:31]([c:32]1[cH:33][c:34]([Cl:46])[cH:35][cH:36][c:37]1[O:38][CH:39]([CH3:40])[C:41]([OH:42])=[O:43])([OH:44])[OH:45].[CH3:1][C:2]([CH3:3])([CH3:4])[NH:5][C:6](=[O:7])[c:8]1[c:9]([F:30])[cH:10][c:11](-[c:14]2[c:15]([O:24][CH:25]([C:26](=[O:27])[OH:28])[CH3:29])[cH:16][cH:17][c:18]([C:20]([F:21])([F:22])[F:23])[cH:19]2)[cH:12][cH:13]1>>[CH3:1][C:2]([CH3:3])([CH3:4])[NH:5][C:6](=[O:7])[c:8]1[c:9]([F:30])[cH:10][c:11](-[c:14]2[c:15]([O:24][CH:25]([C:26](=[O:27])[OH:28])[CH3:29])[cH:16][cH:17][c:18]([Cl:46])[cH:19]2)[cH:12][cH:13]1. Yields the product CC(Oc1ccc(Cl)cc1-c1ccc(C(=O)NC(C)(C)C)c(F)c1)C(=O)O. The reactants are COC=1C=C(C=CC1N1C=NC(=C1)C)NC(=S)N ([3-methoxy-4-(4-methyl-imidazol-1-yl)-phenyl]-thiourea), FC1=CC=C(C(=O)NN)C=C1 (4-fluoro-benzohydrazide). Yield: 12.0%. As a reaction SMILES: [CH3:1][O:2][C:3]1[CH:4]=[C:5]([NH:15][C:16]([NH2:18])=S)[CH:6]=[CH:7][C:8]=1[N:9]1[CH:13]=[C:12]([CH3:14])[N:11]=[CH:10]1.[F:19][C:20]1[CH:29]=[CH:28][C:23]([C:24]([NH:26][NH2:27])=O)=[CH:22][CH:21]=1>>[F:19][C:20]1[CH:29]=[CH:28][C:23]([C:24]2[NH:18][C:16]([NH:15][C:5]3[CH:6]=[CH:7][C:8]([N:9]4[CH:13]=[C:12]([CH3:14])[N:11]=[CH:10]4)=[C:3]([O:2][CH3:1])[CH:4]=3)=[N:27][N:26]=2)=[CH:22][CH:21]=1. Yields the product FC1=CC=C(C=C1)C=1NC(=NN1)NC1=CC(=C(C=C1)N1C=NC(=C1)C)OC ([5-(4-Fluoro-phenyl)-4H-[1,2,4]triazol-3-yl]-[3-methoxy-4-(4-methyl-imidazol-1-yl)-phenyl]-amine), solid. Procedure details: The title compound was prepared in analogy to example 71c) starting with [3-methoxy-4-(4-methyl-imidazol-1-yl)-phenyl]-thiourea (250 mg, 0.95 mmol) and 4-fluoro-benzohydrazide (162 mg, 0.95 mmol). Obtained as a brownish solid (41 mg, 12%).